The task is: describe an organic reaction: reactants, conditions, products, and yield. This data is from the Open Reaction Database (ORD), a public repository of structured organic reaction records. The reactants are intermediate B, N1(CCCC1)C1(CC1)C#N (1-pyrrolidin-1-yl-cyclopropanecarbonitrile), N1(CCCC1)C1(CC1)C#N (1-pyrrolidin-1-yl-cyclopropanecarbonitrile), C1(=CC=CC=C1)[Li] (phenyllithium). Yields the product C1(=CC=CC=C1)C(C1(CC1)N1CCCC1)N (C-Phenyl-C-(1-pyrrolidin-1-yl-cyclopropyl)-methylamine). RXN SMILES: [N:1]1([C:6]2([C:9]#[N:10])[CH2:8][CH2:7]2)[CH2:5][CH2:4][CH2:3][CH2:2]1.[C:11]1([Li])[CH:16]=[CH:15][CH:14]=[CH:13][CH:12]=1>>[C:11]1([CH:9]([NH2:10])[C:6]2([N:1]3[CH2:5][CH2:4][CH2:3][CH2:2]3)[CH2:8][CH2:7]2)[CH:16]=[CH:15][CH:14]=[CH:13][CH:12]=1. Procedure: The title compound, light yellow liquid, MS: m/e=200.3 [(M−NH2)+], was prepared in accordance with the general method of intermediate B from 1-pyrrolidin-1-yl-cyclopropanecarbonitrile (intermediate C) and phenyllithium. Reactants: COC1=CC2=C(C=CC[Te]2=O)C=C1 (7-methoxybenzotelluropyrone), FS(=O)(=O)OCC (ethyl fluorosulfonate). Run in CCOCC (ether). Conditions: temperature 60 celsius, time 10 minute. The product is FS(=O)(=O)O.C(C)OC1=CC[Te](C2=C1C=CC(=C2)OC)=O (4-Ethoxy-7-methoxybenzotelluropyrone Fluorosulfonate). Isolated yield 87.0%. As a reaction SMILES: [CH3:1][O:2][C:3]1[CH:13]=[CH:12][C:6]2[CH:7]=[CH:8][CH2:9][Te:10](=[O:11])[C:5]=2[CH:4]=1.[F:14][S:15]([O:18][CH2:19][CH3:20])(=[O:17])=[O:16]>CCOCC>[F:14][S:15]([OH:18])(=[O:17])=[O:16].[CH2:19]([O:18][C:7]1[C:6]2[CH:12]=[CH:13][C:3]([O:2][CH3:1])=[CH:4][C:5]=2[Te:10](=[O:11])[CH2:9][CH:8]=1)[CH3:20] |f:3.4|. Procedure details: Five g of 7-methoxybenzotelluropyrone was added to 20 ml of freshly distilled ethyl fluorosulfonate. The resulting mixture was stirred under nitrogen at 60° C. for 10 minutes. Two hundred ml of ether was added precipitating a red solid. The product was collected by filtration and recrystallized from acetonitrile to give 6.0 g (87%) of a red solid. Starting materials: COC(C1=CN=C(C=C1)C(=O)N1CCN(CC1)C1=NC=CC=C1NCC)=O (6-[1-[3-(ethylamino)-2-pyridyl]piperazin-4-yl-carbonyl]nicotinic acid methyl ester), C(O)CN (ethanolamine). Product: C(C)NC=1C(=NC=CC1)N1CCN(CC1)C(=O)C1=NC=C(C=C1)C(NCCO)=O (2-[1-[3-(ethylamino)-2-pyridyl]piperazin-4-yl-carbonyl]-5-[N-(2-hydroxyethyl)carbamoyl]pyridine). Yield: 73.0%. As a reaction SMILES: CO[C:3](=[O:27])[C:4]1[CH:9]=[CH:8][C:7]([C:10]([N:12]2[CH2:17][CH2:16][N:15]([C:18]3[C:23]([NH:24][CH2:25][CH3:26])=[CH:22][CH:21]=[CH:20][N:19]=3)[CH2:14][CH2:13]2)=[O:11])=[N:6][CH:5]=1.[CH2:28]([CH2:30][NH2:31])[OH:29]>>[CH2:25]([NH:24][C:23]1[C:18]([N:15]2[CH2:16][CH2:17][N:12]([C:10]([C:7]3[CH:8]=[CH:9][C:4]([C:3](=[O:27])[NH:31][CH2:30][CH2:28][OH:29])=[CH:5][N:6]=3)=[O:11])[CH2:13][CH2:14]2)=[N:19][CH:20]=[CH:21][CH:22]=1)[CH3:26]. Reported procedure: By the same procedure as described in the example 2, synthesis was carried out starting with 6-[1-[3-(ethylamino)-2-pyridyl]piperazin-4-yl-carbonyl]nicotinic acid methyl ester and using ethanolamine. And then, the product was recrystallized with ethanol and hexane to give a desired compound. Starting materials: C(C)(C)(C)O[C@H](C(=O)OC)C=1C(=C2C(=NC1C)NC=C2)C=2C=C1CCCOC1=CC2 ((S)-methyl 2-(tert-butoxy)-2-(4-(chroman-6-yl)-6-methyl-1H-pyrrolo[2,3-b]pyridin-5-yl)acetate), BrCC1=C(C=C(C=C1)F)Cl (1-(bromomethyl)-2-chloro-4-fluorobenzene). Reaction conditions: temperature 40 celsius. Yields the product C(C)(C)(C)O[C@H](C(=O)O)C=1C(=C2C(=NC1C)N(C=C2)CC2=C(C=C(C=C2)F)Cl)C=2C=C1CCCOC1=CC2 ((S)-2-(tert-butoxy)-2-(1-(2-chloro-4-fluorobenzyl)-4-(chroman-6-yl)-6-methyl-1H-pyrrolo[2,3-b]pyridin-5-yl)acetic acid). As a reaction SMILES: [C:1]([O:5][C@@H:6]([C:11]1[C:12]([C:21]2[CH:22]=[C:23]3[C:28](=[CH:29][CH:30]=2)[O:27][CH2:26][CH2:25][CH2:24]3)=[C:13]2[CH:20]=[CH:19][NH:18][C:14]2=[N:15][C:16]=1[CH3:17])[C:7]([O:9]C)=[O:8])([CH3:4])([CH3:3])[CH3:2].Br[CH2:32][C:33]1[CH:38]=[CH:37][C:36]([F:39])=[CH:35][C:34]=1[Cl:40]>>[C:1]([O:5][C@@H:6]([C:11]1[C:12]([C:21]2[CH:22]=[C:23]3[C:28](=[CH:29][CH:30]=2)[O:27][CH2:26][CH2:25][CH2:24]3)=[C:13]2[CH:20]=[CH:19][N:18]([CH2:32][C:33]3[CH:38]=[CH:37][C:36]([F:39])=[CH:35][C:34]=3[Cl:40])[C:14]2=[N:15][C:16]=1[CH3:17])[C:7]([OH:9])=[O:8])([CH3:4])([CH3:3])[CH3:2]. Reported procedure: The title compound was prepared in a manner similar to that described in Example 1, Step H from (S)-methyl 2-(tert-butoxy)-2-(4-(chroman-6-yl)-6-methyl-1H-pyrrolo[2,3-b]pyridin-5-yl)acetate and 1-(bromomethyl)-2-chloro-4-fluorobenzene, but purified on a ChiralPak ADH column (250×30 mm i.d., 5 um; ChiralTechnologies, West Chester, Pa.) under supercritical conditions maintained at 40° C., 140 bar, with MeOH modified CO2 (25% Isopropanol, 75% CO2) delivered at a combined flow rate of 90 g/min on a ... Starting materials: CCO, CCOC(C)=O, CCOC(=O)c1nn(-c2ccc(Cl)cc2Cl)c(-c2ccc(Cl)cc2)c1SC, NN, O. Yields the product CSc1c(C(=O)NN)nn(-c2ccc(Cl)cc2Cl)c1-c1ccc(Cl)cc1. RXN SMILES: [CH3:31][CH2:32][OH:33].[CH3:34][CH2:35][O:36][C:37]([CH3:38])=[O:39].[Cl:1][c:2]1[cH:3][cH:4][c:5](-[c:8]2[c:9]([S:26][CH3:27])[c:10]([C:21]([O:23][CH2:22][CH3:24])=[O:25])[n:11][n:12]2-[c:13]2[c:14]([Cl:20])[cH:15][c:16]([Cl:19])[cH:17][cH:18]2)[cH:6][cH:7]1.[NH2:29][NH2:30].[OH2:28]>>[Cl:1][c:2]1[cH:3][cH:4][c:5](-[c:8]2[c:9]([S:26][CH3:27])[c:10]([C:21](=[O:23])[NH:29][NH2:30])[n:11][n:12]2-[c:13]2[c:14]([Cl:20])[cH:15][c:16]([Cl:19])[cH:17][cH:18]2)[cH:6][cH:7]1. Reactants: CS(=O)(=O)OCCCc1cccc(OCc2coc(C=Cc3ccccc3)n2)c1, c1c[nH]cn1. Yields the product C(=Cc1nc(COc2cccc(CCCn3ccnc3)c2)co1)c1ccccc1. As a reaction SMILES: [CH3:6][S:7]([O:8][CH2:11][CH2:12][CH2:13][c:14]1[cH:15][c:16]([O:20][CH2:21][c:22]2[n:23][c:24]([CH:27]=[CH:28][c:29]3[cH:30][cH:31][cH:32][cH:33][cH:34]3)[o:25][cH:26]2)[cH:17][cH:18][cH:19]1)(=[O:9])=[O:10].[nH:1]1[cH:2][n:3][cH:4][cH:5]1>>[n:1]1([CH2:11][CH2:12][CH2:13][c:14]2[cH:15][c:16]([O:20][CH2:21][c:22]3[n:23][c:24]([CH:27]=[CH:28][c:29]4[cH:30][cH:31][cH:32][cH:33][cH:34]4)[o:25][cH:26]3)[cH:17][cH:18][cH:19]2)[cH:2][n:3][cH:4][cH:5]1. The reactants are CN1CCC(CC1)=O (N-methyl-4-piperidone), N1C=CC2=CC(=CC=C12)C(=O)OC (methyl 1H-indole-5-carboxylate). The product is CN1CCC(=CC1)C1=CNC2=CC=C(C=C12)C(=O)OC (Methyl 3-(1,2,3,6-tetrahydro-1-methyl-4-pyridinyl)-1H-indole-5-carboxylate). RXN SMILES: [CH3:1][N:2]1[CH2:7][CH2:6][C:5](=O)[CH2:4][CH2:3]1.[NH:9]1[C:17]2[C:12](=[CH:13][C:14]([C:18]([O:20][CH3:21])=[O:19])=[CH:15][CH:16]=2)[CH:11]=[CH:10]1>>[CH3:1][N:2]1[CH2:7][CH:6]=[C:5]([C:11]2[C:12]3[C:17](=[CH:16][CH:15]=[C:14]([C:18]([O:20][CH3:21])=[O:19])[CH:13]=3)[NH:9][CH:10]=2)[CH2:4][CH2:3]1. Procedure: Following the method of Example 1, N-methyl-4-piperidone (-0.68 g) and methyl 1H-indole-5-carboxylate (0.5 g) gave the title compound as microcrystals (0.18 g), m.p. 202°-204° following recrystallisation from ethyl acetate.